The task is: describe an organic reaction: reactants, conditions, products, and yield. This data is from the Open Reaction Database (ORD), a public repository of structured organic reaction records. Starting materials: BrCC(=O)C1=C(C=CC=C1)OC (2-bromoacetylanisole), NC(=S)N[C@@H]1CC[C@H](CC1)CNC(=O)OC(C)(C)C (trans-4-(aminocarbothioylamino)-1-(t-butoxycarbonyl-amino)methyl-cyclohexane), C(C)(C)N(C(C)C)CC (N,N-diisopropylethylamine), CC(=O)C (acetone). Product: C(C1=CC=CC=C1)OC(NC1CCC(CC1)CNC(=O)OC(C)(C)C)=O (Benzyl-4-[[[tert-butoxycarbonyl]amino]methyl]cyclohexylcarbamate). The yield is 44.0%. As a reaction SMILES: BrC[C:3]([C:5]1[CH:10]=[CH:9][CH:8]=[CH:7][C:6]=1OC)=[O:4].N[C:14]([NH:16][C@H:17]1[CH2:22][CH2:21][C@H:20]([CH2:23][NH:24][C:25]([O:27][C:28]([CH3:31])([CH3:30])[CH3:29])=[O:26])[CH2:19][CH2:18]1)=S.C(N(CC)C(C)C)(C)C.CC(C)=[O:43]>>[CH2:3]([O:4][C:14](=[O:43])[NH:16][CH:17]1[CH2:22][CH2:21][CH:20]([CH2:23][NH:24][C:25]([O:27][C:28]([CH3:31])([CH3:30])[CH3:29])=[O:26])[CH2:19][CH2:18]1)[C:5]1[CH:6]=[CH:7][CH:8]=[CH:9][CH:10]=1. Reported procedure: A mixture of 2-bromoacetylanisole (1.5 g, 6.5 mmol), trans-4-(aminocarbothioylamino)-1-(t-butoxycarbonyl-amino)methyl-cyclohexane (1.88 g, 6.5 mmol) and N,N-diisopropylethylamine (2.3 ml, 13.1 mmol) in acetone (20 ml) was heated at reflux temperature overnight. The solvent was evaporated, the residue was dissolved in dichloromethane and washed with saturated aqueous sodium bicarbonate solution. The organic phase was dried over anhydrous sodium sulfate, filtered and concentrated in vacuo. The cru... Starting materials: ClC=1C=C(C=NC2=CC=C(C=C2)S(N)(=O)=O)C=CC1Cl (N-(3,4-dichlorobenzylidene)-4-sulfamoylaniline), C[Si](C)(C)C#N (trimethylsilyl cyanide). The product is ClC=1C=C(C=CC1Cl)C(C#N)NC1=CC=C(C=C1)S(N)(=O)=O (α-(3,4-Dichlorophenyl)-α-(4-sulfamoylanilino)acetonitrile), powder. Yield: 91.0%. RXN SMILES: [Cl:1][C:2]1[CH:3]=[C:4]([CH:17]=[CH:18][C:19]=1[Cl:20])[CH:5]=[N:6][C:7]1[CH:12]=[CH:11][C:10]([S:13](=[O:16])(=[O:15])[NH2:14])=[CH:9][CH:8]=1.C[Si]([C:25]#[N:26])(C)C>>[Cl:1][C:2]1[CH:3]=[C:4]([CH:5]([NH:6][C:7]2[CH:12]=[CH:11][C:10]([S:13](=[O:16])(=[O:15])[NH2:14])=[CH:9][CH:8]=2)[C:25]#[N:26])[CH:17]=[CH:18][C:19]=1[Cl:20]. Procedure: Following a procedure similar to that described in Example 1(ii), but using N-(3,4-dichlorobenzylidene)-4-sulfamoylaniline [prepared as described in step (i) above] and trimethylsilyl cyanide as starting materials, the title compound was obtained as a white powder (yield 91%). Yields the product ClC1=CC=C(S1)C(=O)C1CCN(CC1)CC[C@@H]1CC[C@H](CC1)NC(C)=O (N-(trans-4-{2-[4-(5-Chloro-thiophene-2-carbonyl)-piperidin-1-yl]-ethyl}-cyclohexyl)-acetamide). As a reaction SMILES: Cl.[Cl:2][C:3]1[S:7][C:6]([C:8]([CH:10]2[CH2:15][CH2:14][NH:13][CH2:12][CH2:11]2)=[O:9])=[CH:5][CH:4]=1.O=[CH:17][CH2:18][C@H:19]1[CH2:24][CH2:23][C@H:22]([NH:25][C:26](=[O:28])[CH3:27])[CH2:21][CH2:20]1>>[Cl:2][C:3]1[S:7][C:6]([C:8]([CH:10]2[CH2:15][CH2:14][N:13]([CH2:17][CH2:18][C@H:19]3[CH2:24][CH2:23][C@H:22]([NH:25][C:26](=[O:28])[CH3:27])[CH2:21][CH2:20]3)[CH2:12][CH2:11]2)=[O:9])=[CH:5][CH:4]=1 |f:0.1|. Procedure details: From (5-chloro-thiophen-2-yl)-piperidin-4-yl-methanone hydrochloride (10 mg) and N-[trans-4-(2-oxo-ethyl)-cyclohexyl]-acetamide (7 mg, intermediate AG) by procedure A.1. Yield: 9 mg (59%). White solid. MS (m/z): 397.4 ([M+H]+). The reactants are Cl.ClC1=CC=C(S1)C(=O)C1CCNCC1 ((5-chloro-thiophen-2-yl)-piperidin-4-yl-methanone hydrochloride), O=CC[C@@H]1CC[C@H](CC1)NC(C)=O (N-[trans-4-(2-oxo-ethyl)-cyclohexyl]-acetamide). Starting materials: CO, COC(C1=CN(C)CS1)c1ccccc1C=O, CC(=NN)c1ccc(C(F)(F)F)cc1. The product is COC(C1=CN(C)CS1)c1ccccc1C=NN=C(C)c1ccc(C(F)(F)F)cc1. Reaction SMILES: [CH3:32][OH:33].[CH:1](=[O:2])[c:3]1[c:4]([CH:5]([O:6][CH3:7])[C:8]2=[CH:9][N:10]([CH3:13])[CH2:11][S:12]2)[cH:14][cH:15][cH:16][cH:17]1.[F:18][C:19]([c:20]1[cH:21][cH:22][c:23]([C:26]([CH3:27])=[N:28][NH2:29])[cH:24][cH:25]1)([F:30])[F:31]>>[CH:1]([c:3]1[c:4]([CH:5]([O:6][CH3:7])[C:8]2=[CH:9][N:10]([CH3:13])[CH2:11][S:12]2)[cH:14][cH:15][cH:16][cH:17]1)=[N:29][N:28]=[C:26]([c:23]1[cH:22][cH:21][c:20]([C:19]([F:18])([F:30])[F:31])[cH:25][cH:24]1)[CH3:27]. Starting materials: C(C)(=O)OCC (ethyl acetate), C(Cl)C1CO1 (epichlorohydrine), ClC1=CC=C(CC=2N=C(C3=C(N2)OC(=N3)C3=CC(=C(C(=C3)C)O)C)OCCC)C=C1 (4-[5-(4-chloro-benzyl)-7-propoxy-oxazolo[5,4-d]pyrimidin-2-yl]-2,6-dimethyl-phenol), [OH-].[Na+] (sodium hydroxide). The solvent is O (water), C(C)(C)O (isopropanol). Reaction conditions: temperature 50 celsius. The product is ClC1=CC=C(CC=2N=C(C3=C(N2)OC(=N3)C3=CC(=C(C(=C3)C)OCC3OC3)C)OCCC)C=C1 (5-(4-Chloro-benzyl)-2-(3,5-dimethyl-4-oxiranylmethoxy-phenyl)-7-propoxy-oxazolo[5,4-d]pyrimidine). As a reaction SMILES: [CH2:1]([CH:3]1[O:5][CH2:4]1)Cl.[Cl:6][C:7]1[CH:35]=[CH:34][C:10]([CH2:11][C:12]2[N:13]=[C:14]([O:30][CH2:31][CH2:32][CH3:33])[C:15]3[N:20]=[C:19]([C:21]4[CH:26]=[C:25]([CH3:27])[C:24]([OH:28])=[C:23]([CH3:29])[CH:22]=4)[O:18][C:16]=3[N:17]=2)=[CH:9][CH:8]=1.[OH-].[Na+].C(OCC)(=O)C>C(O)(C)C.O>[Cl:6][C:7]1[CH:35]=[CH:34][C:10]([CH2:11][C:12]2[N:13]=[C:14]([O:30][CH2:31][CH2:32][CH3:33])[C:15]3[N:20]=[C:19]([C:21]4[CH:22]=[C:23]([CH3:29])[C:24]([O:28][CH2:1][CH:3]5[CH2:4][O:5]5)=[C:25]([CH3:27])[CH:26]=4)[O:18][C:16]=3[N:17]=2)=[CH:9][CH:8]=1 |f:2.3|. Procedure details: A mixture of 218.5 μl of epichlorohydrine and 370 mg of 4-[5-(4-chloro-benzyl)-7-propoxy-oxazolo[5,4-d]pyrimidin-2-yl]-2,6-dimethyl-phenol in 4.4 ml of isopropanol and 1.2 ml of an aqueous 3 N sodium hydroxide solution was heated to 50° C. for 8 h. Then ethyl acetate and water were added and the layers were separated. The organic layer was extracted with water, dried over sodium sulfate, filtered and evaporated in vacuo to give 410 mg of the crude title compound which was used in the next step w... The reactants are C=O (formaldehyde), N[C@H]1C[C@H]([C@H](CC1)N1C([C@H](CCCC1)NC(C1=CC(=CC=C1)C(F)(F)F)=O)=O)CS(=O)(=O)C1=CC=CC=C1 (N-[(3S)-1-(1S,2R,4R)-(4-amino-2-benzenesulfonylmethyl-cyclohexyl)-2-oxo-azepan-3-yl]-3-trifluoromethyl-benzamide), [BH-](OC(=O)C)(OC(=O)C)OC(=O)C.[Na+] (NaBH(OAc)3), CC(=O)C (acetone). Reagents/catalysts: CC(=O)O (AcOH). The solvent is C(Cl)Cl (CH2Cl2), CCOC(=O)C (EtOAc). Conditions: time 2 hour. Yields the product FC(C(=O)O)(F)F.C(C)(C)N([C@H]1C[C@H]([C@H](CC1)N1C([C@H](CCCC1)NC(C1=CC(=CC=C1)C(F)(F)F)=O)=O)CS(=O)(=O)C1=CC=CC=C1)C (N-((S)-1-((1S, 2R, 4R)-4-(isopropyl(methyl)amino)-2-(phenylsulfonylmethyl)cyclohexyl)-2-oxoazepan-3-yl)-3-(trifluoromethyl)benzamide trifluoroacetate). As a reaction SMILES: [NH2:1][C@@H:2]1[CH2:7][CH2:6][C@H:5]([N:8]2[CH2:14][CH2:13][CH2:12][CH2:11][C@H:10]([NH:15][C:16](=[O:27])[C:17]3[CH:22]=[CH:21][CH:20]=[C:19]([C:23]([F:26])([F:25])[F:24])[CH:18]=3)[C:9]2=[O:28])[C@H:4]([CH2:29][S:30]([C:33]2[CH:38]=[CH:37][CH:36]=[CH:35][CH:34]=2)(=[O:32])=[O:31])[CH2:3]1.[BH-](OC(C)=O)(OC(C)=O)[O:40][C:41](C)=O.[Na+].[CH3:53][C:54]([CH3:56])=O.[CH2:57]=[O:58]>C(Cl)Cl.CC(O)=O.CCOC(C)=O>[F:24][C:23]([F:26])([F:25])[C:57]([OH:40])=[O:58].[CH:54]([N:1]([CH3:41])[C@@H:2]1[CH2:7][CH2:6][C@H:5]([N:8]2[CH2:14][CH2:13][CH2:12][CH2:11][C@H:10]([NH:15][C:16](=[O:27])[C:17]3[CH:22]=[CH:21][CH:20]=[C:19]([C:23]([F:26])([F:25])[F:24])[CH:18]=3)[C:9]2=[O:28])[C@H:4]([CH2:29][S:30]([C:33]2[CH:34]=[CH:35][CH:36]=[CH:37][CH:38]=2)(=[O:32])=[O:31])[CH2:3]1)([CH3:56])[CH3:53] |f:1.2,8.9|. Reported procedure: To a solution of N-[(3S)-1-(1S,2R,4R)-(4-amino-2-benzenesulfonylmethyl-cyclohexyl)-2-oxo-azepan-3-yl]-3-trifluoromethyl-benzamide (30 mg) in CH2Cl2 (15 mL) at rt was added NaBH(OAc)3 (50 mg), acetone (2 mL), and three drops of AcOH. After 2 h, formaldehyde (2 mL) was added and the solution was stirred for another 2 h. The reaction mixture was diluted with EtOAc and washed with saturated NaHCO3, water, and brine. The organic layer was dried, filtered, and concentrated to afford to a crude oil whi... Reactants: CI (methyliodide), C([O-])([O-])=O.[K+].[K+] (potassium carbonate), iodinated benzoic acid, FC1=CC(=C(C(=O)O)C=C1)C (4-Fluoro-2-methylbenzoic acid), C(C)(=O)O.C(C)(=O)O.IC1=CC=CC=C1 (iodobenzene diacetate), II (iodine). The reagents and catalysts are C(C)(=O)[O-].[Pd+2].C(C)(=O)[O-] (palladium(II) acetate). The solvent is COC(C)(C)C (methyl-tert-butylether), COC(C)(C)C (methyl-tert-butylether), Cl (hydrochloric acid), CN(C=O)C (N,N-dimethylformamide), CN(C=O)C (N,N-dimethylformamide). Reaction conditions: temperature 100 celsius, time 8 hour. Product: FC1=CC(=C(C(=O)OC)C(=C1)C)I (Methyl 4-fluoro-2-iodo-6-methylbenzoate). Yield: 61.9%. RXN SMILES: [F:1][C:2]1[CH:10]=C[C:5]([C:6]([OH:8])=[O:7])=[C:4]([CH3:11])[CH:3]=1.[C:12](O)(=O)C.C(O)(=O)C.IC1C=CC=CC=1.II.[CH3:29][I:30].C(=O)([O-])[O-].[K+].[K+]>CN(C)C=O.COC(C)(C)C.Cl.C([O-])(=O)C.[Pd+2].C([O-])(=O)C>[F:1][C:2]1[CH:3]=[C:4]([CH3:11])[C:5]([C:6]([O:8][CH3:12])=[O:7])=[C:29]([I:30])[CH:10]=1 |f:1.2.3,6.7.8,12.13.14|. Reported procedure: 4-Fluoro-2-methylbenzoic acid (5.0 gr, 32.4 mmol), palladium(II) acetate (0.364 g, 1.62 mmol), iodobenzene diacetate (12.54 g, 38.92 mmol) and elemental iodine (9.88 g, 38.92 mmol) were dissolved in N,N-dimethylformamide (130 mL) and stirred at 100° C. overnight. The reaction mixture was cooled to room temperature, diluted with methyl-tert-butylether and aqueous hydrochloric acid and washed with 10% sodium metabisolfite aqueous solution. Organic phase was treated with 2N aqueous sodium hydroxide... The reactants are BrC1=NC=C(C=C1)C(F)(F)F (2-Bromo-5-trifluoromethylpyridine), C(CCC)[Sn](C1=CN=C2N1C=CC(=N2)C(F)(F)F)(CCCC)CCCC (3-tributylstannyl-7-trifluoromethylimidazo[1,2-α]pyrimidine). Yields the product FC(C1=NC=2N(C=C1)C(=CN2)C2=NC=C(C=C2)C(F)(F)F)(F)F (7-trifluoromethyl-3-(5-trifluoromethylpyridin-2-yl)imidazo[1,2-α]pyrimidine). Reaction SMILES: Br[C:2]1[CH:7]=[CH:6][C:5]([C:8]([F:11])([F:10])[F:9])=[CH:4][N:3]=1.C([Sn](CCCC)(CCCC)[C:17]1[N:21]2[CH:22]=[CH:23][C:24]([C:26]([F:29])([F:28])[F:27])=[N:25][C:20]2=[N:19][CH:18]=1)CCC>>[F:28][C:26]([F:27])([F:29])[C:24]1[CH:23]=[CH:22][N:21]2[C:17]([C:2]3[CH:7]=[CH:6][C:5]([C:8]([F:11])([F:10])[F:9])=[CH:4][N:3]=3)=[CH:18][N:19]=[C:20]2[N:25]=1. Procedure: 2-Bromo-5-trifluoromethylpyridine (1.70 g, 7.5 mmol) was coupled to 3-tributylstannyl-7-trifluoromethylimidazo[1,2-α]pyrimidine (3.8 mmol) by the method of Example 1. Purification by chromatography on silica gel eluting with dichloromethane containing 1% methanol, then crystallisation from toluene, gave 7-trifluoromethyl-3-(5-trifluoromethylpyridin-2-yl)imidazo[1,2-α]pyrimidine as a yellow solid: δH (400 MHz, CDCl3) 10.52 (1H, d, J 7), 8.94-8.97 (1H, m), 8.63 (1H, s), 8.03-8.07 (1H, m), 7.96 (1H...